This data is from the Open Reaction Database (ORD), a public repository of structured organic reaction records. The task is: describe an organic reaction: reactants, conditions, products, and yield The reactants are COC(C1=CC(=C(C=C1)OC)NC1=CC(=C(C=C1)F)[C@]1(N=C(N(C(C1(C)C)=O)C)N)C)=O ((S)-methyl-3-(3-(2-amino-1,4,5,5-tetramethyl-6-oxo-1,4,5,6-tetrahydropyrimidin-4-yl)-4-fluorophenylamino)-4-methoxybenzoate), [Li+].[OH-] (LiOH). Run in C1CCOC1 (THF), CO (MeOH), O (H2O). Conditions: time 12 hour. The product is NC=1N(C(C([C@@](N1)(C)C=1C=C(C=CC1F)NC=1C=C(C(=O)O)C=CC1OC)(C)C)=O)C ((S)-3-(3-(2-amino-1,4,5,5-tetramethyl-6-oxo-1,4,5,6-tetrahydropyrimidin-4-yl)-4-fluorophenylamino)-4-methoxybenzoic acid). Reaction SMILES: C[O:2][C:3](=[O:32])[C:4]1[CH:9]=[CH:8][C:7]([O:10][CH3:11])=[C:6]([NH:12][C:13]2[CH:18]=[CH:17][C:16]([F:19])=[C:15]([C@:20]3([CH3:31])[C:25]([CH3:27])([CH3:26])[C:24](=[O:28])[N:23]([CH3:29])[C:22]([NH2:30])=[N:21]3)[CH:14]=2)[CH:5]=1.[Li+].[OH-]>C1COCC1.CO.O>[NH2:30][C:22]1[N:23]([CH3:29])[C:24](=[O:28])[C:25]([CH3:26])([CH3:27])[C@:20]([C:15]2[CH:14]=[C:13]([NH:12][C:6]3[CH:5]=[C:4]([CH:9]=[CH:8][C:7]=3[O:10][CH3:11])[C:3]([OH:32])=[O:2])[CH:18]=[CH:17][C:16]=2[F:19])([CH3:31])[N:21]=1 |f:1.2|. Reported procedure: To a solution of (S)-methyl-3-(3-(2-amino-1,4,5,5-tetramethyl-6-oxo-1,4,5,6-tetrahydropyrimidin-4-yl)-4-fluorophenylamino)-4-methoxybenzoate (example 122, 0.05 mmol) in THF (1 ml), MeOH (0.3 ml) and H2O (0.3 ml) was added LiOH (1N, 0.1 mmole) and the reaction mixture was stirred at room temperature for 12 h. The mixture was concentrated in vacuo and the residue diluted with aqueous HCl (0.5N) until pH=5 and extracted with dichloromethane. The organic phase was dried, evaporated and the residue t... Starting materials: S(O)(O)(=O)=O (sulfuric acid), N(=O)OS(O)(=O)=O (nitrosyl-sulfuric acid), [N+](=O)([O-])C1=C(N)C(=CC(=C1)[N+](=O)[O-])Cl (2,4-dinitro-6-chloroaniline), [N+](=O)([O-])C1=C(N)C(=CC(=C1)[N+](=O)[O-])Cl (2,4-dinitro-6-chloroaniline). Solvent: ice water. Reaction conditions: time 2 hour. The product is S(=O)(=O)([O-])[O-].[N+](=O)([O-])C1=C(C(=CC(=C1)[N+](=O)[O-])Cl)[N+]#N.[N+](=O)([O-])C1=C(C(=CC(=C1)[N+](=O)[O-])Cl)[N+]#N (2,4-dinitro-6-chlorobenzene-diazonium sulfate). Reaction SMILES: [S:1](=[O:5])(=[O:4])([OH:3])[OH:2].[N+:6]([C:9]1[CH:15]=[C:14]([N+:16]([O-:18])=[O:17])[CH:13]=[C:12]([Cl:19])[C:10]=1[NH2:11])([O-:8])=[O:7].[N:20](OS(=O)(=O)O)=O>>[S:1]([O-:5])([O-:4])(=[O:3])=[O:2].[N+:6]([C:9]1[CH:15]=[C:14]([N+:16]([O-:18])=[O:17])[CH:13]=[C:12]([Cl:19])[C:10]=1[N+:11]#[N:20])([O-:8])=[O:7].[N+:6]([C:9]1[CH:15]=[C:14]([N+:16]([O-:18])=[O:17])[CH:13]=[C:12]([Cl:19])[C:10]=1[N+:11]#[N:20])([O-:8])=[O:7] |f:3.4.5|. Procedure: 1000 Parts by weight of 100% sulfuric acid are placed into a stirring flask. 217.5 Parts by weight of 100% 2,4-dinitro-6-chloroaniline are then introduced in a way that the temperature of 40° C. is not exceeded. After the entire 2,4-dinitro-6-chloroaniline has been dissolved, 334 parts by weight of 40% nitrosyl-sulfuric acid are introduced, starting at a temperature of from 20° to 25° C., in such a manner that the temperature rises by itself to 35° to 38° C. Subsequently the mixture is continued... Starting materials: CC(C)OC(C)C, Cc1c(SCCCCl)ccnc1CSc1ccncc1, SCCc1ccccc1. Product: Cc1c(SCCCSCCc2ccccc2)ccnc1CSc1ccncc1. As a reaction SMILES: [CH:30]([O:31][CH:32]([CH3:33])[CH3:34])([CH3:35])[CH3:36].[Cl:1][CH2:2][CH2:3][CH2:4][S:5][c:6]1[c:7]([CH3:20])[c:8]([CH2:12][S:13][c:14]2[cH:15][cH:16][n:17][cH:18][cH:19]2)[n:9][cH:10][cH:11]1.[c:21]1([CH2:27][CH2:28][SH:29])[cH:22][cH:23][cH:24][cH:25][cH:26]1>>[CH2:2]([CH2:3][CH2:4][S:5][c:6]1[c:7]([CH3:20])[c:8]([CH2:12][S:13][c:14]2[cH:15][cH:16][n:17][cH:18][cH:19]2)[n:9][cH:10][cH:11]1)[S:29][CH2:28][CH2:27][c:21]1[cH:22][cH:23][cH:24][cH:25][cH:26]1. Starting materials: C(=O)(O)C12CCC(CC1)(CC2)NCC(=O)N2[C@@H](C[C@@H](C2)F)C#N ((2S,4S)-1-[[N-(4-carboxybicyclo[2.2.2]oct-1-yl)amino]acetyl]-4-fluoropyrrolidine-2-carbonitrile), COC1=CC=C(CCl)C=C1 (4-methoxybenzyl chloride). The product is F[C@H]1C[C@H](N(C1)C(CNC12CCC(CC1)(CC2)C(=O)OCC2=CC=C(C=C2)OC)=O)C#N ((2S,4S)-4-fluoro-1-[[N-[4-(4-methoxybenzyl)oxycarbonylbicyclo[2.2.2]oct-1-yl]amino]acetyl]pyrrolidine-2-carbonitrile). The yield is 72.4%. RXN SMILES: [C:1]([C:4]12[CH2:11][CH2:10][C:7]([NH:12][CH2:13][C:14]([N:16]3[CH2:20][C@@H:19]([F:21])[CH2:18][C@H:17]3[C:22]#[N:23])=[O:15])([CH2:8][CH2:9]1)[CH2:6][CH2:5]2)([OH:3])=[O:2].[CH3:24][O:25][C:26]1[CH:33]=[CH:32][C:29]([CH2:30]Cl)=[CH:28][CH:27]=1>>[F:21][C@@H:19]1[CH2:20][N:16]([C:14](=[O:15])[CH2:13][NH:12][C:7]23[CH2:10][CH2:11][C:4]([C:1]([O:3][CH2:30][C:29]4[CH:32]=[CH:33][C:26]([O:25][CH3:24])=[CH:27][CH:28]=4)=[O:2])([CH2:9][CH2:8]2)[CH2:5][CH2:6]3)[C@H:17]([C:22]#[N:23])[CH2:18]1. Reported procedure: In a similar manner to Example 8, (2S,4S)-1-[[N-(4-carboxybicyclo[2.2.2]oct-1-yl)amino]acetyl]-4-fluoropyrrolidine-2-carbonitrile (30.0 mg) and 4-methoxybenzyl chloride (16.0 mg) were used to obtain (2S,4S)-4-fluoro-1-[[N-[4-(4-methoxybenzyl)oxycarbonylbicyclo[2.2.2]oct-1-yl]amino]acetyl]pyrrolidine-2-carbonitrile (29.8 mg).